Dataset: the Open Reaction Database (ORD), a public repository of structured organic reaction records. Task: describe an organic reaction: reactants, conditions, products, and yield Reactants: C(C1=CC=CC=C1)N1CC(OCC1)CO (4-benzyl-2-hydroxymethylmorpholine), C1(=CC=C(C=C1)S(=O)(=O)Cl)C (toluene-p-sulphonyl chloride). The solvent is N1=CC=CC=C1 (pyridine). Run at temperature 20 celsius, time 20 hour. Yields the product C(C1=CC=CC=C1)N1CC(OCC1)COS(=O)(=O)C1=CC=C(C=C1)C (4-benzyl-2-toluene-p-sulphonyloxymethylmorpholine). As a reaction SMILES: [CH2:1]([N:8]1[CH2:13][CH2:12][O:11][CH:10]([CH2:14][OH:15])[CH2:9]1)[C:2]1[CH:7]=[CH:6][CH:5]=[CH:4][CH:3]=1.[C:16]1([CH3:26])[CH:21]=[CH:20][C:19]([S:22](Cl)(=[O:24])=[O:23])=[CH:18][CH:17]=1>N1C=CC=CC=1>[CH2:1]([N:8]1[CH2:13][CH2:12][O:11][CH:10]([CH2:14][O:15][S:22]([C:19]2[CH:20]=[CH:21][C:16]([CH3:26])=[CH:17][CH:18]=2)(=[O:24])=[O:23])[CH2:9]1)[C:2]1[CH:3]=[CH:4][CH:5]=[CH:6][CH:7]=1. Reported procedure: To a solution of 4-benzyl-2-hydroxymethylmorpholine (118.8 g.) in dry pyridine (250 ml.) toluene-p-sulphonyl chloride (120.2 g.) is added gradually at 18°-25° C. The mixture is stirred for 20 hours at ambient temperature (ca. 20° C.) and the pyridine is removed under diminished pressure. The residue is diluted with water, the mixture made alkaline by the addition of sodium hydroxide solution, and the product is then extracted into ether. The ethereal solution is dried (MgSO4) and filtered, the e... Reactants: CO (methanol), CC(C(C)C)NC1=C(C(C1=O)=O)NC1=CC=C(C#N)C=C1 (4-[2-(1,2-dimethyl-propylamino)-3,4-dioxo-cyclobut-1-enylamino)-benzonitrile), C(C)#N (acetonitrile). Product: O=C1C(=C(C1=O)NC1=CC=C(C#N)C=C1)OCC (4-(3,4-Dioxo-2-ethoxy-cyclobut-1-enylamino)-benzonitrile), CC(C(C)C)N ((±)-1,2-dimethylpropylamine). Reaction SMILES: C[OH:2].[CH3:3][CH:4]([NH:8][C:9]1[C:12](=[O:13])[C:11](=[O:14])[C:10]=1[NH:15][C:16]1[CH:23]=[CH:22][C:19]([C:20]#[N:21])=[CH:18][CH:17]=1)[CH:5]([CH3:7])[CH3:6].[C:24](#N)[CH3:25]>>[O:13]=[C:12]1[C:9](=[O:2])[C:10]([NH:15][C:16]2[CH:17]=[CH:18][C:19]([C:20]#[N:21])=[CH:22][CH:23]=2)=[C:11]1[O:14][CH2:24][CH3:25].[CH3:3][CH:4]([NH2:8])[CH:5]([CH3:7])[CH3:6]. Procedure details: This compound was prepared according to the procedure described in Example 11, first paragraph. 4-(3,4-Dioxo-2-ethoxy-cyclobut-1-enylamino)-benzonitrile (1 g, 4.1 mmol) and (±)-1,2-dimethylpropylamine (5 g, 57.4 mmol) in acetonitrile (125 mL) there was obtained after trituration with methanol 0.28 g (24%) of 4-[2-(1,2-dimethyl-propylamino)-3,4-dioxo-cyclobut-1-enylamino)-benzonitrile as a yellow solid: mp 222°-224° C.; 1HNMR (DMSO-d6): δ9.89 (br s, 1H), 7.78 (d, 2H), 7.73 (d, 1H), 7.59 (d, 2H), ... The reactants are O=CO, Cl, c1ccc2c(c1)C1CC2(CC2CNCCO2)c2ccccc21. Yields the product CN1CCOC(CC23CC(c4ccccc42)c2ccccc23)C1. As a reaction SMILES: [CH:24]([OH:25])=[O:26].[ClH:23].[O:1]1[CH:2]([CH2:7][C:8]23[c:9]4[cH:10][cH:11][cH:12][cH:13][c:14]4[CH:15]([c:16]4[cH:17][cH:18][cH:19][cH:20][c:21]42)[CH2:22]3)[CH2:3][NH:4][CH2:5][CH2:6]1>>[O:1]1[CH:2]([CH2:7][C:8]23[c:9]4[cH:10][cH:11][cH:12][cH:13][c:14]4[CH:15]([c:16]4[cH:17][cH:18][cH:19][cH:20][c:21]42)[CH2:22]3)[CH2:3][N:4]([CH3:24])[CH2:5][CH2:6]1. Starting materials: COC(=O)C(Cc1ccc(Cl)c(F)c1)NC(=O)OC(C)(C)C, O. Yields the product CC(C)(C)OC(=O)NC(Cc1ccc(Cl)c(F)c1)C(=O)O. Reaction SMILES: [C:1]([CH3:2])([CH3:3])([CH3:4])[O:5][C:6](=[O:7])[NH:8][CH:9]([C:10](=[O:11])[O:12][CH3:13])[CH2:14][c:15]1[cH:16][c:17]([F:22])[c:18]([Cl:21])[cH:19][cH:20]1.[OH2:23]>>[C:1]([CH3:2])([CH3:3])([CH3:4])[O:5][C:6](=[O:7])[NH:8][CH:9]([C:10](=[O:11])[OH:12])[CH2:14][c:15]1[cH:16][c:17]([F:22])[c:18]([Cl:21])[cH:19][cH:20]1. Yield: 69.8%. Run at time 30 minute. The product is C(=O)NC1=NC=CC(=N1)CC(=O)OC (methyl 2-(2-formamidopyrimidin-4-yl)acetate). Solvent: C(C)(=O)OCC (ethyl acetate). Procedure: A mixture of acetic anhydride (32.7 g.) and formic acid (16.2 g.) was stirred at 50° to 60° C. for 30 minutes. The solution was added to a suspension of methyl 2-(2-aminopyrimidin-4-yl)acetate (17.93 g.) in ethyl acetate (300 ml.) at room temperature over 10 minutes, and the solution was stirred at room temperature for 3 hours. After removing the insoluble substance by filtration, water (300 ml.) was added to the filtrate, and then the mixture was adjusted to pH 7 with sodium bicarbonate. The aq... RXN SMILES: [C:1](OC(=O)C)(=[O:3])C.C(O)=O.[NH2:11][C:12]1[N:17]=[C:16]([CH2:18][C:19]([O:21][CH3:22])=[O:20])[CH:15]=[CH:14][N:13]=1>C(OCC)(=O)C>[CH:1]([NH:11][C:12]1[N:17]=[C:16]([CH2:18][C:19]([O:21][CH3:22])=[O:20])[CH:15]=[CH:14][N:13]=1)=[O:3]. Reactants: C(C)(=O)OC(C)=O (acetic anhydride), C(=O)O (formic acid), NC1=NC=CC(=N1)CC(=O)OC (methyl 2-(2-aminopyrimidin-4-yl)acetate).